This data is from the Open Reaction Database (ORD), a public repository of structured organic reaction records. The task is: describe an organic reaction: reactants, conditions, products, and yield The solvent is N1=CC=CC=C1 (pyridine). Starting materials: CC(CCO)CCC=C(CC(C)C)C (3,7,9-trimethyl-6-decen-1-ol), C1(=CC=C(C=C1)S(=O)(=O)Cl)C (toluene-4-sulphonic acid chloride), ice water. Procedure details: 79.5 g. of 3,7,9-trimethyl-6-decen-1-ol and 75 ml. of pyridine are treated portionwise with 76 g. of toluene-4-sulphonic acid chloride while cooling with ice and stirring. The thus-obtained thick, cream-colored mass is then stirred for a further 5 hours at 0°-5° C. For the working-up, the mixture is poured on to 420 ml. of ice-water and 140 ml. of concentrated aqueous hydrochloric acid and extracted twice with 300 ml. of ether each time. The extracts are washed twice with water, then with semisa... As a reaction SMILES: [CH3:1][CH:2]([CH2:6][CH2:7][CH:8]=[C:9]([CH3:14])[CH2:10][CH:11]([CH3:13])[CH3:12])[CH2:3][CH2:4][OH:5].[C:15]1([CH3:25])[CH:20]=[CH:19][C:18]([S:21](Cl)(=[O:23])=[O:22])=[CH:17][CH:16]=1>N1C=CC=CC=1>[S:21]([O:5][CH2:4][CH2:3][CH:2]([CH3:1])[CH2:6][CH2:7][CH:8]=[C:9]([CH3:14])[CH2:10][CH:11]([CH3:13])[CH3:12])([C:18]1[CH:19]=[CH:20][C:15]([CH3:25])=[CH:16][CH:17]=1)(=[O:23])=[O:22]. Yields the product S(=O)(=O)(C1=CC=C(C)C=C1)OCCC(CCC=C(CC(C)C)C)C (1-tosyloxy-3,7,9-trimethyl-6-decene).